describe an organic reaction: reactants, conditions, products, and yield From a dataset of the Open Reaction Database (ORD), a public repository of structured organic reaction records. The reactants are FC(CN=C(NC=1SC=C(N1)CSCCC(=O)OC)N)(F)F (Methyl 3-[2-(2-[2,2,2-trifluoroethyl]guanidino)thiazol-4-ylmethylthio]propionate), CN (methylamine). Solvent: CCO (EtOH). Run at time 18 hour. The product is CNC(CCSCC=1N=C(SC1)NC(=NCC(F)(F)F)N)=O (N-methyl-3-[2-(2-[2,2,2-trifluoroethyl]guanidino)thiazol-4-ylmethylthio]propionamide). Reaction SMILES: [F:1][C:2]([F:22])([F:21])[CH2:3][N:4]=[C:5]([NH2:20])[NH:6][C:7]1[S:8][CH:9]=[C:10]([CH2:12][S:13][CH2:14][CH2:15][C:16]([O:18]C)=O)[N:11]=1.[CH3:23][NH2:24]>CCO>[CH3:23][NH:24][C:16](=[O:18])[CH2:15][CH2:14][S:13][CH2:12][C:10]1[N:11]=[C:7]([NH:6][C:5]([NH2:20])=[N:4][CH2:3][C:2]([F:1])([F:22])[F:21])[S:8][CH:9]=1. Reported procedure: Methyl 3-[2-(2-[2,2,2-trifluoroethyl]guanidino)thiazol-4-ylmethylthio]propionate (0.5 g.) in EtOH (20 ml.) was treated with 33% w/v ethanolic methylamine (7 ml.) and stirred for 18 hours at room temperature. The solution was evaporated and the residue crystallised from aqueous EtOH to give N-methyl-3-[2-(2-[2,2,2-trifluoroethyl]guanidino)thiazol-4-ylmethylthio]propionamide (0.35 g.), m.p. 152°-154° (73%). Reactants: CC(=O)[O-], CC(=O)O, C[N+](=O)[O-], [NH4+], O=Cc1ccc(Oc2ccccc2)nc1. The product is O=[N+]([O-])C=Cc1ccc(Oc2ccccc2)nc1. RXN SMILES: [CH3:21][C:22](=[O:23])[O-:24].[CH3:25][C:26](=[O:27])[OH:28].[N+:16](=[O:17])([O-:18])[CH3:19].[NH4+:20].[O:1]([c:2]1[cH:3][cH:4][cH:5][cH:6][cH:7]1)[c:8]1[cH:9][cH:10][c:11]([CH:14]=[O:15])[cH:12][n:13]1>>[O:1]([c:2]1[cH:3][cH:4][cH:5][cH:6][cH:7]1)[c:8]1[cH:9][cH:10][c:11]([CH:14]=[CH:19][N+:16](=[O:17])[O-:18])[cH:12][n:13]1. Reactants: CC=1N=C(SC1)CO ((4-methylthiazol-2-yl)methanol), S(=O)(Cl)Cl (thionyl chloride). Solvent: C1(=CC=CC=C1)C (toluene). Conditions: temperature 65 celsius, time 1 hour. Yields the product Cl.ClCC=1SC=C(N1)C (2-(chloromethyl)-4-methylthiazole hydrochloride). Isolated yield 70.9%. As a reaction SMILES: [CH3:1][C:2]1[N:3]=[C:4]([CH2:7]O)[S:5][CH:6]=1.S(Cl)([Cl:11])=O>C1(C)C=CC=CC=1>[ClH:11].[Cl:11][CH2:7][C:4]1[S:5][CH:6]=[C:2]([CH3:1])[N:3]=1 |f:3.4|. Procedure: To a solution of (4-methylthiazol-2-yl)methanol (0.423 g, 3.27 mmol) in toluene (7 mL) was added thionyl chloride (0.478 mL, 6.55 mmol) dropwise. The mixture was heated to 65° C. and stirred for 1 hour. The mixture was concentrated under reduced pressure and the residue was triturated with ether. The solids were collected by filtration to afford 2-(chloromethyl)-4-methylthiazole hydrochloride (0.427 g, 71% yield) as pale yellow solids. Reactants: Cl (hydrochloric acid), OC1=CC=C(C(C(=O)O)=C1)N (5-hydroxyanthranilic acid), C(O)([O-])=O.[Na+] (sodium hydrogen carbonate), ClC(=O)OCC1=CC=CC=C1 (benzyl chloroformate). The solvent is O (water), C(C)OCC (diethyl ether). Product: C(C1=CC=CC=C1)OC(=O)NC1=C(C(=O)O)C=C(C=C1)O (2-{[(benzyloxy)carbonyl]amino}-5-hydroxybenzoic acid). Isolated yield 96.6%. As a reaction SMILES: [OH:1][C:2]1[CH:10]=[C:6]([C:7]([OH:9])=[O:8])[C:5]([NH2:11])=[CH:4][CH:3]=1.C(=O)([O-])O.[Na+].Cl[C:18]([O:20][CH2:21][C:22]1[CH:27]=[CH:26][CH:25]=[CH:24][CH:23]=1)=[O:19].Cl>C(OCC)C.O>[CH2:21]([O:20][C:18]([NH:11][C:5]1[CH:4]=[CH:3][C:2]([OH:1])=[CH:10][C:6]=1[C:7]([OH:9])=[O:8])=[O:19])[C:22]1[CH:27]=[CH:26][CH:25]=[CH:24][CH:23]=1 |f:1.2|. Procedure: To a mixture of 5-hydroxyanthranilic acid (50 g, 0.33 mol), sodium hydrogen carbonate (109 g, 1.3 mol) and water (200 ml) was added dropwise a solution of benzyl chloroformate (52 ml, 0.36 mol) in diethyl ether (200 ml) with stirring, and the mixture was stirred at room temperature for 3 hrs. The reaction mixture was acidified by adding conc. hydrochloric acid and the mixture was extracted with ethyl acetate. The extract was washed with saturated brine, and dried over anhydrous magnesium sulfate... The reactants are BrC1=CC=CC=2CN(CCOC21)C(=O)OC(C)(C)C (1,1-dimethylethyl 9-bromo-2,3-dihydro-1,4-benzoxazepine-4(5H)-carboxylate), CN(C=O)C (N,N-dimethylformamide). The reagents and catalysts are [C-]#N.[Zn+2].[C-]#N (Zinc cyanide), [Pd].C1(=CC=CC=C1)P(C1=CC=CC=C1)C1=CC=CC=C1.C1(=CC=CC=C1)P(C1=CC=CC=C1)C1=CC=CC=C1.C1(=CC=CC=C1)P(C1=CC=CC=C1)C1=CC=CC=C1.C1(=CC=CC=C1)P(C1=CC=CC=C1)C1=CC=CC=C1 (tetrakis(triphenylphosphine) palladium(0)). Run in C(C)(=O)OCC (ethyl acetate). Product: C(#N)C1=CC=CC=2CN(CCOC21)C(=O)OC(C)(C)C (1,1-Dimethylethyl 9-cyano-2,3-dihydro-1,4-benzoxazepine-4(5H)-carboxylate). Reaction SMILES: Br[C:2]1[C:12]2[O:11][CH2:10][CH2:9][N:8]([C:13]([O:15][C:16]([CH3:19])([CH3:18])[CH3:17])=[O:14])[CH2:7][C:6]=2[CH:5]=[CH:4][CH:3]=1.[CH3:20][N:21](C)C=O>C(OCC)(=O)C.[C-]#N.[Zn+2].[C-]#N.[Pd].C1(P(C2C=CC=CC=2)C2C=CC=CC=2)C=CC=CC=1.C1(P(C2C=CC=CC=2)C2C=CC=CC=2)C=CC=CC=1.C1(P(C2C=CC=CC=2)C2C=CC=CC=2)C=CC=CC=1.C1(P(C2C=CC=CC=2)C2C=CC=CC=2)C=CC=CC=1>[C:20]([C:2]1[C:12]2[O:11][CH2:10][CH2:9][N:8]([C:13]([O:15][C:16]([CH3:19])([CH3:18])[CH3:17])=[O:14])[CH2:7][C:6]=2[CH:5]=[CH:4][CH:3]=1)#[N:21] |f:3.4.5,6.7.8.9.10|. Reported procedure: A solution of 1,1-dimethylethyl 9-bromo-2,3-dihydro-1,4-benzoxazepine-4(5H)-carboxylate (Preparation 101) (1.34 g, 4.08 mmol) in N,N-dimethylformamide (11 ml) was degassed under vacuum (3 mm Hg) for 15 min then stirred under nitrogen. Zinc cyanide (575 mg, 4.90 mmol) then tetrakis(triphenylphosphine) palladium(0) (472 mg, 0.41 mmol) were added and the resulting mixture was stirred at 100° C. under nitrogen overnight then diluted with ethyl acetate. The insoluble residues were filtered off and wa... The reactants are C(C)(C)(C)OC(=O)N1CCN(CC1)C1=NC=CN=C1C1=CC=C(C=C1)Cl (3′-(4-chloro-phenyl)-2,3,5,6-tetrahydro-[1,2′]bipyrazinyl-4-carboxylic acid t-butyl ester), Cl (HCl). Run in C(Cl)Cl (DCM). Conditions: time 2 hour. Product: ClC1=CC=C(C=C1)C=1C(=NC=CN1)N1CCNCC1 (3′-(4-Chloro-phenyl)-3,4,5,6-tetrahydro-2H-[1,2′]bipyrazine). RXN SMILES: C(OC([N:8]1[CH2:13][CH2:12][N:11]([C:14]2[C:19]([C:20]3[CH:25]=[CH:24][C:23]([Cl:26])=[CH:22][CH:21]=3)=[N:18][CH:17]=[CH:16][N:15]=2)[CH2:10][CH2:9]1)=O)(C)(C)C.Cl>C(Cl)Cl>[Cl:26][C:23]1[CH:24]=[CH:25][C:20]([C:19]2[C:14]([N:11]3[CH2:10][CH2:9][NH:8][CH2:13][CH2:12]3)=[N:15][CH:16]=[CH:17][N:18]=2)=[CH:21][CH:22]=1. Procedure details: Dissolve 3′-(4-chloro-phenyl)-2,3,5,6-tetrahydro-[1,2′]bipyrazinyl-4-carboxylic acid t-butyl ester in DCM (10 mL), add 4 M aqueous HCl (5 equiv) and stir for 2 hr. at ambient temperature. Concentrate under reduced pressure, dissolve in methanol (2 mL) and purify by SCX, eluting the product from the ion-exchange resin using 2 M NH3 in methanol, to give the title preparation (0.103 g, 100%). MS (ES): m/z=259 [M+H]+. Yield: 60.4%. Reported procedure: To a solution of 7β-[2-(cyclopropyloxyimino)-2-(5-tritylamino-1,2,4-thiadiazol-3-yl)acetamido]-3-(1,3,4-thiadiazol-2-yl)thiomethyl-3-cephem-4-carboxylic acid (syn isomer) (1.1 g) in formic acid (11 ml) was added concentrated hydrochloric acid (0.29 ml) under ice-cooling. The mixture was stirred for 3.5 hours at the same temperature. The mixture was concentrated in vacuo and poured into a mixture of ethyl acetate and water. After the mixture was adjusted to pH 7.2 with saturated aqueous solution ... Run in C(=O)O (formic acid). As a reaction SMILES: [CH:1]1([O:4][N:5]=[C:6]([C:29]2[N:33]=[C:32]([NH:34]C(C3C=CC=CC=3)(C3C=CC=CC=3)C3C=CC=CC=3)[S:31][N:30]=2)[C:7]([NH:9][C@@H:10]2[C:27](=[O:28])[N:12]3[C:13]([C:24]([OH:26])=[O:25])=[C:14]([CH2:17][S:18][C:19]4[S:20][CH:21]=[N:22][N:23]=4)[CH2:15][S:16][C@H:11]23)=[O:8])[CH2:3][CH2:2]1.Cl>C(O)=O>[NH2:34][C:32]1[S:31][N:30]=[C:29]([C:6](=[N:5][O:4][CH:1]2[CH2:3][CH2:2]2)[C:7]([NH:9][C@@H:10]2[C:27](=[O:28])[N:12]3[C:13]([C:24]([OH:26])=[O:25])=[C:14]([CH2:17][S:18][C:19]4[S:20][CH:21]=[N:22][N:23]=4)[CH2:15][S:16][C@H:11]23)=[O:8])[N:33]=1. The product is NC1=NC(=NS1)C(C(=O)N[C@H]1[C@@H]2N(C(=C(CS2)CSC=2SC=NN2)C(=O)O)C1=O)=NOC1CC1 (7β-[2-(5-amino-1,2,4-thiadiazol-3-yl)-2-(cyclopropyloxyimino)acetamido]-3-(1,3,4-thiadiazol-2-yl)thiomethyl-3-cephem-4-carboxylic acid). Conditions: time 3.5 hour. Starting materials: C1(CC1)ON=C(C(=O)N[C@H]1[C@@H]2N(C(=C(CS2)CSC=2SC=NN2)C(=O)O)C1=O)C1=NSC(=N1)NC(C1=CC=CC=C1)(C1=CC=CC=C1)C1=CC=CC=C1 (7β-[2-(cyclopropyloxyimino)-2-(5-tritylamino-1,2,4-thiadiazol-3-yl)acetamido]-3-(1,3,4-thiadiazol-2-yl)thiomethyl-3-cephem-4-carboxylic acid), Cl (hydrochloric acid). Reactants: hydrogen-aluminum trichloro-3-hydroxy-phenolate, C1(=CC=CC=C1)CC(=O)Cl (phenyl-acetyl chloride), C1(O)=CC(O)=CC=C1 (resorcinol), Cl (hydrochloric acid), [Cl-].[Al+3].[Cl-].[Cl-] (aluminum chloride). Run in ClC(C)Cl (dichloro ethane), ClC(C)Cl (dichloro ethane). Run at time 1 hour. Product: OC1=C(C=CC(=C1)O)C(C1=CC=CC=C1)C(=O)C(C1=CC=CC=C1)C1=C(C=C(C=C1)O)O (2,4-dihydroxy-phenyl-benzyl-ketone). Isolated yield 90.9%. RXN SMILES: [C:1]1([CH:8]=[CH:7][CH:6]=[C:4]([OH:5])[CH:3]=1)[OH:2].[Cl-].[Al+3].[Cl-].[Cl-].[C:13]1([CH2:19][C:20](Cl)=[O:21])[CH:18]=[CH:17][CH:16]=[CH:15][CH:14]=1.Cl>ClC(Cl)C>[OH:2][C:1]1[CH:3]=[C:4]([OH:5])[CH:6]=[CH:7][C:8]=1[CH:19]([C:20]([CH:19]([C:6]1[CH:7]=[CH:8][C:1]([OH:2])=[CH:3][C:4]=1[OH:5])[C:13]1[CH:18]=[CH:17][CH:16]=[CH:15][CH:14]=1)=[O:21])[C:13]1[CH:18]=[CH:17][CH:16]=[CH:15][CH:14]=1 |f:1.2.3.4|. Procedure: 55 g (0.5 mole) of resorcinol were suspended in 250 ml of dichloro ethane and at 20° C. 67 g (0.502 mole) of anhydrous aluminum chloride were added. To the obtained homogeneous dark solution, containing the hydrogen-aluminum-trichloro-3-hydroxy-phenolate, 77.2 g (0.5 mole) of phenyl-acetyl chloride in 100 ml of dichloro ethane were added over one hour while the temperature raised to 35°-40° C. The reaction mixture was stirred for one hour, the solution thus obtained was added to an aqueous hydro... Reactants: [Br-].CC=1C=C(C=C(C1OCC(OC(C)(C)C1=CC=CC=C1)=O)C)[S+]1C2=C(C3=C1C=CC=C3)C=CC=C2 (5-(3,5-dimethyl-4-(2-oxo-2-(2-phenylpropan-2-yloxy)ethoxy)phenyl)-5H-dibenzo[b,d]thiophenium bromide), FC(COC(C(=C)C)=O)(S(=O)(=O)[O-])F.C(C)[NH+](CC)CC (triethylammonium 1,1-difluoro-2-(methacryloyloxy)ethanesulfonate), O (water). The solvent is ClCCl (dichloromethane). Yields the product FC(COC(C(=C)C)=O)(S(=O)(=O)[O-])F.CC=1C=C(C=C(C1OCC(OC(C)(C)C1=CC=CC=C1)=O)C)[S+]1C2=C(C3=C1C=CC=C3)C=CC=C2 (5-(3,5-dimethyl-4-(2-oxo-2-(2-phenylpropan-2-yloxy)ethoxy)phenyl)-5H-dibenzo[b,d]thiophenium 1,1-difluoro-2-(methacryloyloxy)ethanesulfonate). Yield: 79.6%. Reaction SMILES: [Br-].[CH3:2][C:3]1[CH:4]=[C:5]([S+:24]2[C:28]3[CH:29]=[CH:30][CH:31]=[CH:32][C:27]=3[C:26]3[CH:33]=[CH:34][CH:35]=[CH:36][C:25]2=3)[CH:6]=[C:7]([CH3:23])[C:8]=1[O:9][CH2:10][C:11](=[O:22])[O:12][C:13]([C:16]1[CH:21]=[CH:20][CH:19]=[CH:18][CH:17]=1)([CH3:15])[CH3:14].[F:37][C:38]([F:50])([S:46]([O-:49])(=[O:48])=[O:47])[CH2:39][O:40][C:41](=[O:45])[C:42]([CH3:44])=[CH2:43].C([NH+](CC)CC)C.O>ClCCl>[F:50][C:38]([F:37])([S:46]([O-:49])(=[O:48])=[O:47])[CH2:39][O:40][C:41](=[O:45])[C:42]([CH3:44])=[CH2:43].[CH3:23][C:7]1[CH:6]=[C:5]([S+:24]2[C:28]3[CH:29]=[CH:30][CH:31]=[CH:32][C:27]=3[C:26]3[CH:33]=[CH:34][CH:35]=[CH:36][C:25]2=3)[CH:4]=[C:3]([CH3:2])[C:8]=1[O:9][CH2:10][C:11](=[O:22])[O:12][C:13]([C:16]1[CH:17]=[CH:18][CH:19]=[CH:20][CH:21]=1)([CH3:15])[CH3:14] |f:0.1,2.3,6.7|. Procedure details: 5-(3,5-dimethyl-4-(2-oxo-2-(2-phenylpropan-2-yloxy)ethoxy)phenyl)-5H-dibenzo[b,d]thiophenium bromide (7.00 g, 12.5 mmol) and triethylammonium 1,1-difluoro-2-(methacryloyloxy)ethanesulfonate (4.21 g, 12.7 mmol) were dissolved in dichloromethane (100 mL) and water (100 mL) and stirred at room temperature overnight. The dichloromethane layer was separated and the aqueous phase washed with dichloromethane (3×100 mL). The combined organic layers were washed with water (4×100 mL), concentrated in vacu...